The task is: describe an organic reaction: reactants, conditions, products, and yield. This data is from the Open Reaction Database (ORD), a public repository of structured organic reaction records. The reactants are CN(CC(CCN1CC(N2CCN3C(=O)CCCC3C2)C1)c1ccc(F)cc1)C(=O)c1cc(Br)cc(C(F)(F)F)c1, CO, CC(=O)O, Cl, Cl, Cl, O=C1COCC2CN(C3CNC3)CCN12, O. As a reaction SMILES: [Br:19][c:20]1[cH:21][c:22]([C:23](=[O:24])[N:25]([CH3:26])[CH2:27][CH:28]([CH2:29][CH2:30][N:31]2[CH2:32][CH:33]([N:34]3[CH2:35][CH2:36][N:37]4[C:38](=[O:39])[CH2:40][CH2:41][CH2:42][CH:43]4[CH2:44]3)[CH2:45]2)[c:46]2[cH:47][cH:48][c:49]([F:52])[cH:50][cH:51]2)[cH:53][c:54]([C:56]([F:57])([F:58])[F:59])[cH:55]1.[CH3:60][OH:61].[CH3:63][C:64](=[O:65])[OH:66].[ClH:17].[ClH:18].[ClH:1].[NH:2]1[CH2:3][CH:4]([N:6]2[CH2:7][CH:8]3[CH2:9][O:10][CH2:11][C:12](=[O:16])[N:13]3[CH2:14][CH2:15]2)[CH2:5]1.[OH2:62]>>[N:2]1([CH2:30][CH2:29][CH:28]([CH2:27][N:25]([C:23]([c:22]2[cH:21][c:20]([Br:19])[cH:55][c:54]([C:56]([F:57])([F:58])[F:59])[cH:53]2)=[O:24])[CH3:26])[c:46]2[cH:47][cH:48][c:49]([F:52])[cH:50][cH:51]2)[CH2:3][CH:4]([N:6]2[CH2:7][CH:8]3[CH2:9][O:10][CH2:11][C:12](=[O:16])[N:13]3[CH2:14][CH2:15]2)[CH2:5]1. Product: CN(CC(CCN1CC(N2CCN3C(=O)COCC3C2)C1)c1ccc(F)cc1)C(=O)c1cc(Br)cc(C(F)(F)F)c1. The reactants are ClC=1SC(=C2C1CCC1=C2N=C(S1)N)S(=O)(=O)C (6-chloro-8-(methylsulfonyl)-4,5-dihydrothieno[3,4-e][1,3]benzothiazol-2-amine), ClC1=C(C(=CC(=C1)Cl)C)S(=O)(=O)Cl (2,4-dichloro-6-methylbenzenesulfonyl chloride). Yields the product ClC1=C(C(=CC(=C1)Cl)C)S(=O)(=O)NC=1SC2=C(N1)C=1C(CC2)=C(SC1S(=O)(=O)C)Cl (2,4-Dichloro-N-[6-chloro-8-(methylsulfonyl)-4,5-dihydrothieno[3,4-e][1,3]benzothiazol-2-yl]-6-methylbenzenesulfonamide), solid. RXN SMILES: [Cl:1][C:2]1[S:3][C:4]([S:15]([CH3:18])(=[O:17])=[O:16])=[C:5]2[C:10]3[N:11]=[C:12]([NH2:14])[S:13][C:9]=3[CH2:8][CH2:7][C:6]=12.[Cl:19][C:20]1[CH:25]=[C:24]([Cl:26])[CH:23]=[C:22]([CH3:27])[C:21]=1[S:28](Cl)(=[O:30])=[O:29]>>[Cl:19][C:20]1[CH:25]=[C:24]([Cl:26])[CH:23]=[C:22]([CH3:27])[C:21]=1[S:28]([NH:14][C:12]1[S:13][C:9]2[CH2:8][CH2:7][C:6]3=[C:2]([Cl:1])[S:3][C:4]([S:15]([CH3:18])(=[O:17])=[O:16])=[C:5]3[C:10]=2[N:11]=1)(=[O:30])=[O:29]. Procedure: The title compound was prepared from 6-chloro-8-(methylsulfonyl)-4,5-dihydrothieno[3,4-e][1,3]benzothiazol-2-amine (61 mg, synthesized according to METHOD I from 1-chloro-3-(methylsulfonyl)-4,5,6,7-tetrahydrobenzo-[c]thiophen-4-one) and 2,4-dichloro-6-methylbenzenesulfonyl chloride (54 mg) as described in the synthetic METHOD A to give a white solid (5.9 mg) with a purity >90%: MS-ES (pos) m/z 543.1.